From a dataset of the Open Reaction Database (ORD), a public repository of structured organic reaction records. describe an organic reaction: reactants, conditions, products, and yield Starting materials: C(C)(=O)O[BH-](OC(C)=O)OC(C)=O.[Na+] (sodium triacetoxyborohydride), C(C)OC1(CCC(CC1)=O)OCC (4,4-diethoxycyclohexanone), C(C1=CC=CC=C1)N (benzylamine), C(C)(=O)O (acetic acid), C(O)([O-])=O.[Na+] (sodium hydrogen carbonate), [OH-].[Na+] (sodium hydroxide). The solvent is ClCCCl (1,2-dichloroethane), ClCCCl (1,2-dichloroethane). Reaction conditions: time 3 hour. Yields the product C(C)OC1(CCC(CC1)NCC1=CC=CC=C1)OCC (4,4-Diethoxy-N-benzylcyclohexylamine). The yield is 80.0%. RXN SMILES: [CH2:1]([O:3][C:4]1([O:11][CH2:12][CH3:13])[CH2:9][CH2:8][C:7](=O)[CH2:6][CH2:5]1)[CH3:2].[CH2:14]([NH2:21])[C:15]1[CH:20]=[CH:19][CH:18]=[CH:17][CH:16]=1.C(O)(=O)C.C(O[BH-](OC(=O)C)OC(=O)C)(=O)C.[Na+].C(=O)([O-])O.[Na+].[OH-].[Na+]>ClCCCl>[CH2:1]([O:3][C:4]1([O:11][CH2:12][CH3:13])[CH2:9][CH2:8][CH:7]([NH:21][CH2:14][C:15]2[CH:20]=[CH:19][CH:18]=[CH:17][CH:16]=2)[CH2:6][CH2:5]1)[CH3:2] |f:3.4,5.6,7.8|. Procedure: This compound is obtained according to the process described in Tet. Lett. 5595-5598, 1990. To 270 mmol of 4,4-diethoxycyclohexanone in 700 ml of stirred anhydrous 1,2-dichloroethane, at room temperature and under a nitrogen atmosphere, are added 270 mmol of benzylamine in 50 ml of 1,2-dichloroethane, 270 mmol of acetic acid and then 80 g of sodium triacetoxyborohydride. After stirring for 3 hours, 11 of saturated sodium hydrogen carbonate solution is poured onto the reaction medium. The pH is b...